describe an organic reaction: reactants, conditions, products, and yield From a dataset of the Open Reaction Database (ORD), a public repository of structured organic reaction records. The reactants are N[C@H]1CCC(N2N(C1=O)[C@@H](CC2)C(=O)O)=O (8(S)-amino-2,3,6,7,8,9-hexahydro-5,9-dioxo-1H,5H-pyrazolo[1,2-a][1,2]diazepine-1(S)-carboxylic acid), O=C(C(=O)O)CCC1=CC=CC=C1 (2-oxo-4-phenylbutyric acid). The product is C(=O)(O)C(CCC1=CC=CC=C1)N[C@H]1CCC(N2N(C1=O)[C@@H](CC2)C(=O)O)=O (8(S)-(1-carboxy-3-phenylpropylamino)-2,3,6,7,8,9-hexahydro-5,9-dioxo-1H,5H-pyrazolo[1,2-a][1,2]diazepine-1(S)-carboxylic acid). The yield is 18.1%. As a reaction SMILES: [NH2:1][C@@H:2]1[C:8](=[O:9])[N:7]2[C@H:10]([C:13]([OH:15])=[O:14])[CH2:11][CH2:12][N:6]2[C:5](=[O:16])[CH2:4][CH2:3]1.O=[C:18]([CH2:22][CH2:23][C:24]1[CH:29]=[CH:28][CH:27]=[CH:26][CH:25]=1)[C:19]([OH:21])=[O:20]>>[C:19]([CH:18]([NH:1][C@@H:2]1[C:8](=[O:9])[N:7]2[C@H:10]([C:13]([OH:15])=[O:14])[CH2:11][CH2:12][N:6]2[C:5](=[O:16])[CH2:4][CH2:3]1)[CH2:22][CH2:23][C:24]1[CH:29]=[CH:28][CH:27]=[CH:26][CH:25]=1)([OH:21])=[O:20]. Procedure: In a manner analogous to that described in the first paragraph of Example 1, from 1.13 g of 8(S)-amino-2,3,6,7,8,9-hexahydro-5,9-dioxo-1H,5H-pyrazolo[1,2-a][1,2]diazepine-1(S)-carboxylic acid and 2.7 g of 2-oxo-4-phenylbutyric acid there were obtained 350 mg of 8(S)-(1-carboxy-3-phenylpropylamino)-2,3,6,7,8,9-hexahydro-5,9-dioxo-1H,5H-pyrazolo[1,2-a][1,2]diazepine-1(S)-carboxylic acid in the form of a lyophilized mixture.